This data is from the Open Reaction Database (ORD), a public repository of structured organic reaction records. The task is: describe an organic reaction: reactants, conditions, products, and yield The reactants are C(C)(C)(C)OC(=O)N1CCC(CC1)N1N=CC(=C1)C=1C=NC(=C(C1)C=1N=CC2=CC=CC=C2C1C)N (4-{4-[6-amino-5-(4-methylisoquinolin-3-yl)-pyridin-3-yl]-pyrazol-1-yl}-piperidine-1-carboxylic acid tert-butyl ester), Cl (HCl). Run in O1CCOCC1 (1,4-dioxane), O1CCOCC1 (1,4-dioxane). Conditions: time 3 hour. Product: Cl.Cl.Cl.CC1=C(N=CC2=CC=CC=C12)C=1C(=NC=C(C1)C=1C=NN(C1)C1CCNCC1)N (3-(4-Methylisoquinolin-3-yl)-5-(1-piperidin-4-yl-1H-pyrazol-4-yl)-pyridin-2-ylamine trihydrochloride). As a reaction SMILES: C(OC([N:8]1[CH2:13][CH2:12][CH:11]([N:14]2[CH:18]=[C:17]([C:19]3[CH:20]=[N:21][C:22]([NH2:36])=[C:23]([C:25]4[N:26]=[CH:27][C:28]5[C:33]([C:34]=4[CH3:35])=[CH:32][CH:31]=[CH:30][CH:29]=5)[CH:24]=3)[CH:16]=[N:15]2)[CH2:10][CH2:9]1)=O)(C)(C)C.[ClH:37]>O1CCOCC1>[ClH:37].[ClH:37].[ClH:37].[CH3:35][C:34]1[C:33]2[C:28](=[CH:29][CH:30]=[CH:31][CH:32]=2)[CH:27]=[N:26][C:25]=1[C:23]1[C:22]([NH2:36])=[N:21][CH:20]=[C:19]([C:17]2[CH:16]=[N:15][N:14]([CH:11]3[CH2:12][CH2:13][NH:8][CH2:9][CH2:10]3)[CH:18]=2)[CH:24]=1 |f:3.4.5.6|. Procedure: To a solution of 4-{4-[6-amino-5-(4-methylisoquinolin-3-yl)-pyridin-3-yl]-pyrazol-1-yl}-piperidine-1-carboxylic acid tert-butyl ester (79.1 mg, 0.163 mmol) in 1,4-dioxane (2.0 mL, 26 mmol) was added 4.0 M of HCl in 1,4-dioxane (2.0 mL), and the mixture was stirred at ambient temperature for 3 h. Almost immediately an off-white solid precipitated. The solid was filtered off, washed with MTBE, and dried in vacuo overnight to give the title compound as an off-white solid. It appeared to be slightly...